This data is from the Open Reaction Database (ORD), a public repository of structured organic reaction records. The task is: describe an organic reaction: reactants, conditions, products, and yield Starting materials: FC=1C=C(C=C(C1)C1(CCCC1)C(=O)OCC)O (ethyl 1-(5-fluoro-3-hydroxyphenyl)-cyclopentane-1-carboxylate), FC=1C=C(C=C(C1)C1(CCOCC1)C(=O)OCC)OCC1=CC=C(C=C1)N1C(=NC=C1)C (ethyl 4-[5-fluoro-3-[4-(2-methylimidazol-1-yl)benzyloxy]phenyl]-3,4,5,6-tetrahydro-2H-pyran-4-carboxylate). Product: FC=1C=C(C=C(C1)C1(CCCC1)C(=O)OCC)OCC1=CC=C(C=C1)N1C(=NC=C1)C (Ethyl 1-[5-fluoro-3-[4-(2-methylimidazol-1-yl)benzyloxy]phenyl]cyclopentane-1-carboxylate). As a reaction SMILES: FC1C=C(O)C=C(C2(C(OCC)=O)CCCC2)C=1.[F:19][C:20]1[CH:21]=[C:22]([O:37][CH2:38][C:39]2[CH:44]=[CH:43][C:42]([N:45]3[CH:49]=[CH:48][N:47]=[C:46]3[CH3:50])=[CH:41][CH:40]=2)[CH:23]=[C:24]([C:26]2([C:32]([O:34][CH2:35][CH3:36])=[O:33])[CH2:31][CH2:30]O[CH2:28][CH2:27]2)[CH:25]=1>>[F:19][C:20]1[CH:21]=[C:22]([O:37][CH2:38][C:39]2[CH:44]=[CH:43][C:42]([N:45]3[CH:49]=[CH:48][N:47]=[C:46]3[CH3:50])=[CH:41][CH:40]=2)[CH:23]=[C:24]([C:26]2([C:32]([O:34][CH2:35][CH3:36])=[O:33])[CH2:31][CH2:30][CH2:28][CH2:27]2)[CH:25]=1. Procedure details: The titled compound was prepared from ethyl 1-(5-fluoro-3-hydroxyphenyl)-cyclopentane-1-carboxylate according to the preparation of ethyl 4-[5-fluoro-3-[4-(2-methylimidazol-1-yl)benzyloxy]phenyl]-3,4,5,6-tetrahydro-2H-pyran-4-carboxylate (Example 2). Reactants: CN(C)C=O, O=C(CN1CC(c2ccc(Cl)cc2)CC1=O)Oc1c(Cl)c(Cl)c(Cl)c(Cl)c1Cl, O=C1CNCCN1. Yields the product O=C1CN(C(=O)CN2CC(c3ccc(Cl)cc3)CC2=O)CCN1. As a reaction SMILES: [CH3:36][N:37]([CH3:38])[CH:39]=[O:40].[Cl:8][c:9]1[c:10]([O:15][C:16](=[O:11])[CH2:17][N:18]2[C:19](=[O:30])[CH2:20][CH:21]([c:23]3[cH:24][cH:25][c:26]([Cl:29])[cH:27][cH:28]3)[CH2:22]2)[c:12]([Cl:13])[c:14]([Cl:31])[c:32]([Cl:33])[c:34]1[Cl:35].[NH:1]1[C:2](=[O:7])[CH2:3][NH:4][CH2:5][CH2:6]1>>[NH:1]1[C:2](=[O:7])[CH2:3][N:4]([C:16](=[O:15])[CH2:17][N:18]2[C:19](=[O:30])[CH2:20][CH:21]([c:23]3[cH:24][cH:25][c:26]([Cl:29])[cH:27][cH:28]3)[CH2:22]2)[CH2:5][CH2:6]1. The reactants are Cl.C1(CCCCC1)CCCCCCCCNC1=CC=C(C(=O)Cl)C=C1 (4-(8-cyclohexyloctylamino)benzoyl chloride hydrochloride), CN(C)C1=NC=CC=C1 (dimethylaminopyridine), O1CCOCC1 (dioxane), NCC(=O)OCC (ethyl glycinate). The solvent is C(C)N(CC)CC (triethylamine), C(Cl)Cl (CH2Cl2). The product is C1(CCCCC1)CCCCCCCCNC1=CC=C(C(NCC(=O)OCC)=O)C=C1 (ethyl 4-(8-cyclohexyloctylamino)hippurate). Reaction SMILES: Cl.[CH:2]1([CH2:8][CH2:9][CH2:10][CH2:11][CH2:12][CH2:13][CH2:14][CH2:15][NH:16][C:17]2[CH:25]=[CH:24][C:20]([C:21](Cl)=[O:22])=[CH:19][CH:18]=2)[CH2:7][CH2:6][CH2:5][CH2:4][CH2:3]1.O1CCOCC1.[NH2:32][CH2:33][C:34]([O:36][CH2:37][CH3:38])=[O:35].CN(C1C=CC=CN=1)C>C(N(CC)CC)C.C(Cl)Cl>[CH:2]1([CH2:8][CH2:9][CH2:10][CH2:11][CH2:12][CH2:13][CH2:14][CH2:15][NH:16][C:17]2[CH:25]=[CH:24][C:20]([C:21](=[O:22])[NH:32][CH2:33][C:34]([O:36][CH2:37][CH3:38])=[O:35])=[CH:19][CH:18]=2)[CH2:7][CH2:6][CH2:5][CH2:4][CH2:3]1 |f:0.1|. Reported procedure: A solution of 18.0 g. of 4-(8-cyclohexyloctylamino)benzoyl chloride hydrochloride in 100 ml. of dioxane is added to freshly prepared ethyl glycinate in 300 ml. of CH2Cl2 containing 1 g. of dimethylaminopyridine and 10 ml. of triethylamine. After 16 hours at room temperature the reaction mixture was refluxed for 2 hours, cooled and filtered. The mother liquor is extracted with water and 10% hydrochloric acid. The solution is dried over magnesium sulfate and concentrated in vacuo to an amber liqui... Reactants: CC1CNCCN1, CC#N, FC(F)(F)c1cccc(C(Cl)C2CC2)c1. Yields the product CC1CNCCN1C(c1cccc(C(F)(F)F)c1)C1CC1. RXN SMILES: [CH3:16][CH:17]1[NH:18][CH2:19][CH2:20][NH:21][CH2:22]1.[CH3:23][C:24]#[N:25].[Cl:1][CH:2]([c:3]1[cH:4][c:5]([C:9]([F:10])([F:11])[F:12])[cH:6][cH:7][cH:8]1)[CH:13]1[CH2:14][CH2:15]1>>[CH:2]([c:3]1[cH:4][c:5]([C:9]([F:10])([F:11])[F:12])[cH:6][cH:7][cH:8]1)([CH:13]1[CH2:14][CH2:15]1)[N:18]1[CH:17]([CH3:16])[CH2:22][NH:21][CH2:20][CH2:19]1.